Dataset: the Open Reaction Database (ORD), a public repository of structured organic reaction records. Task: describe an organic reaction: reactants, conditions, products, and yield Starting materials: solution, C(CCC)[Li] (n-butyllithium), BrC=1C=NC=CC1 (3-bromopyridine), C1(CCCCO1)=O (δ-valerolactone). Solvent: CCCCCC (hexane), CCOCC (ether), CCOCC (ether), CCOCC (ether). Conditions: temperature -78 celsius, time 30 minute. The product is OCCCCC(=O)C=1C=NC=CC1 (5-hydroxy-1-(3-pyridyl)pentan-1-one). As a reaction SMILES: C([Li])CCC.Br[C:7]1[CH:8]=[N:9][CH:10]=[CH:11][CH:12]=1.[C:13]1(=[O:19])[O:18][CH2:17][CH2:16][CH2:15][CH2:14]1>CCCCCC.CCOCC>[OH:19][CH2:13][CH2:14][CH2:15][CH2:16][C:17]([C:7]1[CH:8]=[N:9][CH:10]=[CH:11][CH:12]=1)=[O:18]. Procedure: To a solution prepared by adding 497 ml (1 mole) of 2.01 molar solution of n-butyllithium in hexane into 2 l of ether at -60° C., is added dropwise with stirring under argon at -78° C. a solution of 172 g (1.09 mole) of 3-bromopyridine in 50 ml of ether over a period of 15 min. The mixture is stirred at -78° C. for an additional 30 min and a solution of 100 g(1 mole) of δ-valerolactone in 100 ml of ether is added dropwise over a period of 15 min. The mixture is stirred at -78° C. for 3 h, quench... The solvent is C(C)OCC (diethyl ether), C(C)OCC (diethyl ether). As a reaction SMILES: C[O:2][C:3](=O)[CH2:4][CH2:5][C:6]1([O:16][CH2:15][CH2:14][O:13]1)[C:7]1[CH:12]=[CH:11][CH:10]=[CH:9][CH:8]=1.[H-].[Al+3].[Li+].[H-].[H-].[H-].O>C(OCC)C>[CH2:15]1[CH2:14][O:13][C:6]([C:7]2[CH:8]=[CH:9][CH:10]=[CH:11][CH:12]=2)([CH2:5][CH2:4][CH2:3][OH:2])[O:16]1 |f:1.2.3.4.5.6|. Procedure: To a solution of 1.7 g of the ester compound obtained in 20 ml of dry diethyl ether was added 0.7 g of lithium aluminum hydride under ice-cooling, the mixture was stirred for 1 hour at 0° C., and then heated under reflux for 17 hours. After cooling, the reaction mixture was treated successively with an aqueous diethyl ether solution and water, and the precipitate was filtered off. The filtrate was dried over anhydrous magnesium sulfate, and concentrated under reduced pressure. The residue was pu... The yield is 86.8%. The reactants are O (water), [H-].[Al+3].[Li+].[H-].[H-].[H-] (lithium aluminum hydride), COC(CCC1(C2=CC=CC=C2)OCCO1)=O (4,4-ethylenedioxy-4-phenylbutyric acid methyl ester). Yields the product C1OC(CCCO)(C2=CC=CC=C2)OC1 (4,4-ethylenedioxy-4-phenylbutyl alcohol). Run at temperature 0 celsius, time 1 hour. The reactants are solvent C, C(C1=CC=CC=C1)(C1=CC=CC=C1)(C1=CC=CC=C1)NC=1SC=C(N1)/C(/C(=O)OCC)=N/OCCO (ethyl 2-(2-tritylaminothiazol-4-yl)-2-[(Z)-2-hydroxyethoxyimino]acetate), C(C)N(CC)S(F)(F)F (diethylamino sulphur trifluoride), ester, solvent C, solvent A. Product: C(C1=CC=CC=C1)(C1=CC=CC=C1)(C1=CC=CC=C1)NC=1SC=C(N1)/C(/C(=O)O)=N/OCCF (2-(2-tritylaminothiazol-4-yl)-2[(Z)-2-fluoroethoxyimino]acetic acid). Reaction SMILES: [C:1]([NH:20][C:21]1[S:22][CH:23]=[C:24](/[C:26](=[N:32]/[O:33][CH2:34][CH2:35]O)/[C:27]([O:29]CC)=[O:28])[N:25]=1)([C:14]1[CH:19]=[CH:18][CH:17]=[CH:16][CH:15]=1)([C:8]1[CH:13]=[CH:12][CH:11]=[CH:10][CH:9]=1)[C:2]1[CH:7]=[CH:6][CH:5]=[CH:4][CH:3]=1.C(N(S(F)(F)[F:43])CC)C>>[C:1]([NH:20][C:21]1[S:22][CH:23]=[C:24](/[C:26](=[N:32]/[O:33][CH2:34][CH2:35][F:43])/[C:27]([OH:29])=[O:28])[N:25]=1)([C:14]1[CH:19]=[CH:18][CH:17]=[CH:16][CH:15]=1)([C:8]1[CH:13]=[CH:12][CH:11]=[CH:10][CH:9]=1)[C:2]1[CH:7]=[CH:6][CH:5]=[CH:4][CH:3]=1. Reported procedure: N.m.r. in solvent C: 2.9 (s, 3H), 3.5 (t, 2H), 4.5 t, 2H , 6.65 s, 1H , 7.3 (s, 15H). 6. N.m.r. in solvent C: 3 0 (s, 3H), 3.5-3.7 (m, 4H), 4.3 (m, 2H), 4.7 (m, 2H), 5.1 (d, 1H), 5.9 (d, 1H) 6.8 (s, 1H), 7.4 (s, 15H). 7. N.m.r. in solvent A: 3.4 (s, 2H), 3.9 (d, 1H), 4.4 (d, 1H), 4.8 (s, 2H , 4.9 (d, 1H), 5.7 (d, 1H), 6.8 (s, 1H), 7.2 (s, 15H). 8. The starting material may be prepared as follows. Reaction of ethyl 2-(2-tritylaminothiazol-4-yl)-2-[(Z)-2-hydroxyethoxyimino]acetate with diethylamin...